From a dataset of the Open Reaction Database (ORD), a public repository of structured organic reaction records. describe an organic reaction: reactants, conditions, products, and yield Starting materials: Cl.OC1[C@H](N)[C@@H](O)[C@H](O)[C@H](O1)CO (Glucosamine hydrochloride), S(=O)(=O)(O)[O-].[Na+] (sodium hydrogen sulphate), C(C)(C)O (isopropanol). Run in O (water). Run at time 4 hour. Product: [Na+].S(=O)(=O)([O-])[O-].OC1[C@H](N)[C@@H](O)[C@H](O)[C@H](O1)CO.[Na+] (Glucosamine Sulphate Sodium Salt). As a reaction SMILES: Cl.[OH:2][CH:3]1[O:11][C@H:10]([CH2:12][OH:13])[C@@H:8]([OH:9])[C@H:6]([OH:7])[C@H:4]1[NH2:5].[S:14]([O-:18])([OH:17])(=[O:16])=[O:15].[Na+:19].C(O)(C)C>O>[Na+:19].[S:14]([O-:18])([O-:17])(=[O:16])=[O:15].[OH:2][CH:3]1[O:11][C@H:10]([CH2:12][OH:13])[C@@H:8]([OH:9])[C@H:6]([OH:7])[C@H:4]1[NH2:5].[Na+:19] |f:0.1,2.3,6.7.8.9|. Procedure details: Glucosamine hydrochloride (6.45 g, 0.03 mol) and sodium hydrogen sulphate (1.8 g, 0.015 mol) were taken in a flask and dissolved in water (25 ml). The resulting solution was added dropwise to vigorously stirred isopropanol(150 ml) at room temperature over a period of one hour. The contents in the flask were further stirred for 4 hrs and then kept at 0° C.-5° C. for 16 hrs. The precipitate was filtered under vacuum (150 mm Hg). The product was washed twice (each time with 25 ml of isopropanol). Reactants: C1CCOC1, COCCOc1ccn2c(-c3ccc4cccc(N5CCN(C(=O)OC(C)(C)C)CC5)c4n3)nnc2c1, CO, Cl, [Na+], C1COCCO1, [OH-]. The product is COCCOc1ccn2c(-c3ccc4cccc(N5CCNCC5)c4n3)nnc2c1. As a reaction SMILES: [CH2:41]1[O:42][CH2:43][CH2:44][CH2:45]1.[CH3:1][O:2][CH2:3][CH2:4][O:5][c:6]1[cH:7][c:8]2[n:9]([cH:10][cH:11]1)[c:12](-[c:15]1[n:16][c:17]3[c:18]([N:25]4[CH2:26][CH2:27][N:28]([C:31]([O:32][C:33]([CH3:34])([CH3:35])[CH3:36])=[O:37])[CH2:29][CH2:30]4)[cH:19][cH:20][cH:21][c:22]3[cH:23][cH:24]1)[n:13][n:14]2.[CH3:46][OH:47].[ClH:38].[Na+:40].[O:48]1[CH2:49][CH2:50][O:51][CH2:52][CH2:53]1.[OH-:39]>>[CH3:1][O:2][CH2:3][CH2:4][O:5][c:6]1[cH:7][c:8]2[n:9]([cH:10][cH:11]1)[c:12](-[c:15]1[n:16][c:17]3[c:18]([N:25]4[CH2:26][CH2:27][NH:28][CH2:29][CH2:30]4)[cH:19][cH:20][cH:21][c:22]3[cH:23][cH:24]1)[n:13][n:14]2. The yield is 6.0%. Reaction conditions: temperature 40 celsius, time 4 hour. The reagents and catalysts are S(=O)(=O)(O)[O-].C(CCC)[N+](CCCC)(CCCC)CCCC (tetrabutylammonium hydrogen sulfate). Product: C(C)(C)OC1C=CCC1 (2-cyclopentenyl isopropyl ether). As a reaction SMILES: [C:1]1([OH:6])[CH2:5][CH2:4][CH2:3][CH:2]=1.[CH:7](O)([CH3:9])[CH3:8].CC(C)=O>S([O-])(O)(=O)=O.C([N+](CCCC)(CCCC)CCCC)CCC.O>[CH:7]([O:6][CH:1]1[CH2:5][CH2:4][CH:3]=[CH:2]1)([CH3:9])[CH3:8] |f:3.4|. Starting materials: C1(=CCCC1)O (1-Cyclopentenol), C(C)(C)O (isopropanol), CC(=O)C (Acetone). Solvent: O (water). Procedure details: 1-Cyclopentenol (0.30 g), isopropanol (0.40 g), and an aqueous solution of 0.020 g of tetrabutylammonium hydrogen sulfate in 0.25 g of water were mixed, and the two-phase system was stirred vigorously at 40° C. for 4 hours. Acetone was then added to homogenize the mixture, and it was analyzed by gas chromatography. Peaks corresponding to about a 6% yield of 2-cyclopentenyl isopropyl ether and about a 12% yield of 2-cyclopentenol were observed along with a concomitant peak for the co-product acet... Reactants: C(C)(=O)O[BH-](OC(C)=O)OC(C)=O.[Na+] (Sodium triacetoxyborohydride), C([O-])(O)=O.[Na+] (sodium bicarbonate), ClC1=CC=C(OC2=C(N)C=CC=C2)C=C1 (2-(4-Chlorophenoxy)aniline), C(C)(=O)N1CCC(CC1)C(=O)NC1=C(C=CC=C1)C(C)=O (1-acetyl-N-(2-acetylphenyl)piperidine-4-carboxamide). The reagents and catalysts are C(C)(=O)O (acetic acid), [Cl-].C(C)(C)O[Ti+](OC(C)C)OC(C)C (Tri-isopropoxytitanium chloride). Solvent: ClCCl (dichloromethane). Conditions: time 10 minute. The product is C(C)(=O)N1CCC(CC1)C(=O)NC1=C(C=CC=C1)C(C)NC1=C(C=CC=C1)OC1=CC=C(C=C1)Cl (1-Acetyl-N-(2-(1-(2-(4-chlorophenoxy)phenylamino)ethyl)phenyl)piperidine-4-carboxamide). The yield is 9.8%. Reaction SMILES: [Cl:1][C:2]1[CH:15]=[CH:14][C:5]([O:6][C:7]2[CH:13]=[CH:12][CH:11]=[CH:10][C:8]=2[NH2:9])=[CH:4][CH:3]=1.[C:16]([N:19]1[CH2:24][CH2:23][CH:22]([C:25]([NH:27][C:28]2[CH:33]=[CH:32][CH:31]=[CH:30][C:29]=2[C:34](=O)[CH3:35])=[O:26])[CH2:21][CH2:20]1)(=[O:18])[CH3:17].C(O[BH-](OC(=O)C)OC(=O)C)(=O)C.[Na+].C(=O)(O)[O-].[Na+]>ClCCl.C(O)(=O)C.[Cl-].C(O[Ti+](OC(C)C)OC(C)C)(C)C>[C:16]([N:19]1[CH2:24][CH2:23][CH:22]([C:25]([NH:27][C:28]2[CH:33]=[CH:32][CH:31]=[CH:30][C:29]=2[CH:34]([NH:9][C:8]2[CH:10]=[CH:11][CH:12]=[CH:13][C:7]=2[O:6][C:5]2[CH:14]=[CH:15][C:2]([Cl:1])=[CH:3][CH:4]=2)[CH3:35])=[O:26])[CH2:21][CH2:20]1)(=[O:18])[CH3:17] |f:2.3,4.5,8.9|. Procedure details: 2-(4-Chlorophenoxy)aniline (25 mg, 0.1138 mmol, 1.1 eq) and 1-acetyl-N-(2-acetylphenyl)piperidine-4-carboxamide (30 mg, 0.1040 mmol, 1 eq) were stirred in dry dichloromethane (DCM) at room temperature for 10 min. Tri-isopropoxytitanium chloride (55 μL, 0.2303 mmol, 2.2 eq) was added to the reaction mixture which was stirred at room temperature for an additional 10 min. Sodium triacetoxyborohydride (110 mg, 0.5190 mmol, 5 eq) and acetic acid (3 drops) were added to the reaction mixture which was ...